The task is: describe an organic reaction: reactants, conditions, products, and yield. This data is from the Open Reaction Database (ORD), a public repository of structured organic reaction records. Reactants: O=c1[nH]cccc1Br, CCOC(C)=O, C1CCCCC1, CC(C)(C)[O-], O=[N+]([O-])c1ccc(F)c(Cl)c1, [K+], CN(C)C=O, O. Yields the product O=c1c(Br)cccn1-c1ccc([N+](=O)[O-])cc1Cl. As a reaction SMILES: [Br:1][c:2]1[c:3](=[O:8])[nH:4][cH:5][cH:6][cH:7]1.[C:32]([O:33][CH2:34][CH3:35])(=[O:36])[CH3:37].[CH2:38]1[CH2:39][CH2:40][CH2:41][CH2:42][CH2:43]1.[CH3:9][C:10]([CH3:11])([O-:12])[CH3:13].[Cl:15][c:16]1[c:17]([F:25])[cH:18][cH:19][c:20]([N+:22](=[O:23])[O-:24])[cH:21]1.[K+:14].[O:27]=[CH:28][N:29]([CH3:30])[CH3:31].[OH2:26]>>[Br:1][c:2]1[c:3](=[O:8])[n:4](-[c:17]2[c:16]([Cl:15])[cH:21][c:20]([N+:22](=[O:23])[O-:24])[cH:19][cH:18]2)[cH:5][cH:6][cH:7]1. The reactants are C(C)(=O)OC=1C=CC(=C(C(=O)N=S(=O)(C)C)C1)[N+](=O)[O-] (N-(5-acetoxy-2-nitrobenzoyl)-S,S-dimethyl-sulphoximine), [OH-].[Na+] (sodium hydroxide), Cl (hydrochloric acid). Solvent: CO (methanol). Reaction conditions: time 20 minute. Product: OC=1C=CC(=C(C(=O)N=S(=O)(C)C)C1)[N+](=O)[O-] (N-(5-hydroxy-2-nitrobenzoyl)-S,S-dimethyl-sulphoximine). As a reaction SMILES: C([O:4][C:5]1[CH:6]=[CH:7][C:8]([N+:18]([O-:20])=[O:19])=[C:9]([CH:17]=1)[C:10]([N:12]=[S:13]([CH3:16])([CH3:15])=[O:14])=[O:11])(=O)C.[OH-].[Na+].Cl>CO>[OH:4][C:5]1[CH:6]=[CH:7][C:8]([N+:18]([O-:20])=[O:19])=[C:9]([CH:17]=1)[C:10]([N:12]=[S:13]([CH3:16])([CH3:15])=[O:14])=[O:11] |f:1.2|. Procedure: A solution of 30.0 g of N-(5-acetoxy-2-nitrobenzoyl)-S,S-dimethyl-sulphoximine in 500 ml of methanol is treated with 150 ml of 2N sodium hydroxide and the mixture is stirred at room temperature for 20 minutes. The resulting solution is then adjusted to about pH 4 with 100 ml of 2N hydrochloric acid and the methanol is distilled off under reduced pressure. The residue is saturated with sodium chloride solution and extracted with ethyl acetate, and the organic phase is dried and evaporated. The cr... Reactants: ClC1=C(C=CC(=C1)Cl)C1(CC1)C1N(CCC2=CC(=C(C=C12)OC)F)C (1 -[1-(2,4 -dichlorophenyl)cyclopropyl]-6-fluoro-7-methoxy-2-methyl-1,2,3,4-tetrahydroisoquinoline), Br (hydrobromic acid). Run in C(C)(=O)O (acetic acid). Yields the product Br.ClC1=C(C=CC(=C1)Cl)C1(CC1)C1N(CCC2=CC(=C(C=C12)O)F)C (1-[1-(2,4-dichlorophenyl)cyclopropyl]-6-fluoro-7-hydroxy-2-methyl-1,2,3,4-tetrahydroisoquinoline hydrobromide). Reaction SMILES: [Cl:1][C:2]1[CH:7]=[C:6]([Cl:8])[CH:5]=[CH:4][C:3]=1[C:9]1([CH:12]2[C:21]3[C:16](=[CH:17][C:18]([F:24])=[C:19]([O:22]C)[CH:20]=3)[CH2:15][CH2:14][N:13]2[CH3:25])[CH2:11][CH2:10]1.[BrH:26]>C(O)(=O)C>[BrH:26].[Cl:1][C:2]1[CH:7]=[C:6]([Cl:8])[CH:5]=[CH:4][C:3]=1[C:9]1([CH:12]2[C:21]3[C:16](=[CH:17][C:18]([F:24])=[C:19]([OH:22])[CH:20]=3)[CH2:15][CH2:14][N:13]2[CH3:25])[CH2:10][CH2:11]1 |f:3.4|. Reported procedure: A mixture of 1 -[1-(2,4 -dichlorophenyl)cyclopropyl]-6-fluoro-7-methoxy-2-methyl-1,2,3,4-tetrahydroisoquinoline (8.5 g), 48% aqueous hydrobromic acid (100 ml) and glacial acetic acid (100 ml) was heated under reflux for 2 hours. The solvents were removed in vacuo and the residue dried by azeotropic distillation with propan-2-ol. The resulting solid was recrystallised from propan-2-ol to yield 1-[1-(2,4-dichlorophenyl)cyclopropyl]-6-fluoro-7-hydroxy-2-methyl-1,2,3,4-tetrahydroisoquinoline hydrobr... The reactants are S(=O)(Cl)Cl (thionyl chloride), CO (methanol), N1CCC(CC1)CCC(=O)O (3-(4-piperidinyl)-propionic acid). Run at time 8 hour. Yields the product N1CCC(CC1)CCC(=O)OC (Methyl 3-(4-piperidinyl)-propionate). As a reaction SMILES: S(Cl)(Cl)=O.[NH:5]1[CH2:10][CH2:9][CH:8]([CH2:11][CH2:12][C:13]([OH:15])=[O:14])[CH2:7][CH2:6]1.[CH3:16]O>>[NH:5]1[CH2:10][CH2:9][CH:8]([CH2:11][CH2:12][C:13]([O:15][CH3:16])=[O:14])[CH2:7][CH2:6]1. Reported procedure: 46.7 g (0.39 mol) of thionyl chloride are slowly added to 500 ml of methanol at -20° C., while stirring. When the addition has ended, the mixture is stirred for a further 20 minutes and 56.1 g (0.357 mol) of 3-(4-piperidinyl)-propionic acid are then slowly added, also at -20° C. The mixture is stirred at -20° C for a further hour and the temperature is then allowed to rise to room temperature overnight, with further stirring. The clear solution thus obtained is concentrated to dryness in vacuo a... Starting materials: CC#N, Cl, O=C1CCCN1C1CCC2(CC1)OCCO2. Yields the product O=C1CCC(N2CCCC2=O)CC1. RXN SMILES: [CH3:18][C:19]#[N:20].[ClH:17].[O:1]1[CH2:3][CH2:2][O:4][C:5]12[CH2:6][CH2:7][CH:8]([N:11]1[C:12](=[O:16])[CH2:13][CH2:14][CH2:15]1)[CH2:9][CH2:10]2>>[O:4]=[C:5]1[CH2:6][CH2:7][CH:8]([N:11]2[C:12](=[O:16])[CH2:13][CH2:14][CH2:15]2)[CH2:9][CH2:10]1. Starting materials: ClC(Cl)Cl, COc1cc2ncnc(Oc3ccc(N)c(Cl)c3)c2cc1OC, O=C=Nc1ccc(F)cc1. The product is COc1cc2ncnc(Oc3ccc(NC(=O)Nc4ccc(F)cc4)c(Cl)c3)c2cc1OC. Reaction SMILES: [CH:34]([Cl:35])([Cl:36])[Cl:37].[Cl:1][c:2]1[c:3]([NH2:4])[cH:5][cH:6][c:7]([O:9][c:10]2[n:11][cH:12][n:13][c:14]3[cH:15][c:16]([O:22][CH3:23])[c:17]([O:20][CH3:21])[cH:18][c:19]23)[cH:8]1.[F:24][c:25]1[cH:26][cH:27][c:28]([N:31]=[C:32]=[O:33])[cH:29][cH:30]1>>[Cl:1][c:2]1[c:3]([NH:4][C:32]([NH:31][c:28]2[cH:27][cH:26][c:25]([F:24])[cH:30][cH:29]2)=[O:33])[cH:5][cH:6][c:7]([O:9][c:10]2[n:11][cH:12][n:13][c:14]3[cH:15][c:16]([O:22][CH3:23])[c:17]([O:20][CH3:21])[cH:18][c:19]23)[cH:8]1.